From a dataset of the Open Reaction Database (ORD), a public repository of structured organic reaction records. describe an organic reaction: reactants, conditions, products, and yield Reactants: BrC1=CC(=C(C=C1)C(CSC#N)=O)F (2-(4-Bromo-2-fluorophenyl)-2-oxoethyl thiocyanate), Br (hydrogen bromide), O (water), [OH-].[Na+] (NaOH). Run in C(C)(=O)O (acetic acid). Run at time 8 hour. Yields the product BrC=1SC=C(N1)C1=C(C=C(C=C1)Br)F (2-bromo-4-(4-bromo-2-fluorophenyl)-1,3-thiazole). Isolated yield 98.0%. As a reaction SMILES: [Br:1][C:2]1[CH:7]=[CH:6][C:5]([C:8](=O)[CH2:9][S:10][C:11]#[N:12])=[C:4]([F:14])[CH:3]=1.[OH-].[Na+].O.[BrH:18]>C(O)(=O)C>[Br:18][C:11]1[S:10][CH:9]=[C:8]([C:5]2[CH:6]=[CH:7][C:2]([Br:1])=[CH:3][C:4]=2[F:14])[N:12]=1 |f:1.2|. Reported procedure: 2-(4-Bromo-2-fluorophenyl)-2-oxoethyl thiocyanate (2.1 g, 7.6 mmol), prepared in the previous step, in 15 mL of 33% hydrogen bromide in acetic acid was stirred overnight. The reaction was neutralized with 60 mL of 2N NaOH and 60 mL of water. The resulting residue was collected by suction filtration and placed under high vacuum to give 2.6 g of a brown paste. The crude product was purified on silica gel using a stepwise gradient of 5-20% ethyl acetate:hexane to give 2-bromo-4-(4-bromo-2-fluorophe... Starting materials: C=1C=C[NH+]=CC1.[O-][Cr](=O)(=O)Cl (PCC), C(CCCC)OCCCC=CCCC=CCCCO (12-pentyloxy-4,8-dodecadien-1-ol), C(C)OCC (Ethyl ether). Run in ClCCl (dichloromethane). Run at time 2 hour. Yields the product C(CCCC)OC1CCC=CCCC=CCCC1=O (12-pentyloxy-4,8-cyclododecadien-1-one). Yield: 75.3%. As a reaction SMILES: [CH2:1]([O:6][CH2:7][CH2:8][CH2:9][CH:10]=[CH:11][CH2:12][CH2:13][CH:14]=[CH:15][CH2:16][CH2:17][CH2:18][OH:19])[CH2:2][CH2:3][CH2:4][CH3:5].C1C=C[NH+]=CC=1.[O-][Cr](Cl)(=O)=O.C(OCC)C>ClCCl>[CH2:1]([O:6][CH:7]1[C:18](=[O:19])[CH2:17][CH2:16][CH:15]=[CH:14][CH2:13][CH2:12][CH:11]=[CH:10][CH2:9][CH2:8]1)[CH2:2][CH2:3][CH2:4][CH3:5] |f:1.2|. Procedure: 8.8 g of diatomaceous earth and a solution of 5.39 g of 12-pentyloxy-4,8-dodecadien-1-ol in 50 ml of dichloromethane were charged into a 250 ml flask. 8.8 g of PCC were then added in small portions and the mixture was stirred for 2 h at room temperature. Ethyl ether was added to the reaction mixture to precipitate the chromium salts, and the mixture was then filtered on SiO2, concentrated and distilled in a bulb-to-bulb apparatus. 4 g of 12-pentyloxy-4,8-cyclododecadien-1-one were obtained. Starting materials: 42a, ClC1=C(SC(=C1)Cl)C=O (3,5-dichlorothiophene-2-carbaldehyde), [Na+].C1(=CC=CC=C1)S(=O)[O-] (benzenesulfinic acid sodium salt). The product is C1(=CC=CC=C1)S(=O)(=O)C1=C(SC(=C1)Cl)C=O (3-benzenesulfonyl-5-chlorothiophene-2-carbaldehyde). RXN SMILES: Cl[C:2]1[CH:6]=[C:5]([Cl:7])[S:4][C:3]=1[CH:8]=[O:9].[Na+].[C:11]1([S:17]([O-:19])=[O:18])[CH:16]=[CH:15][CH:14]=[CH:13][CH:12]=1>>[C:11]1([S:17]([C:2]2[CH:6]=[C:5]([Cl:7])[S:4][C:3]=2[CH:8]=[O:9])(=[O:19])=[O:18])[CH:16]=[CH:15][CH:14]=[CH:13][CH:12]=1 |f:1.2|. Procedure: The title compound was prepared by the method of Preparation 42a using 3,5-dichlorothiophene-2-carbaldehyde and benzenesulfinic acid sodium salt. Starting materials: C(C)(=O)NC(C(=O)OCC)(C(=O)OCC)CC1=CC=C(C=C1)C=1NCCN1 (2-acetylamino-2-[4-(4,5-dihydro-1H-imidazol-2-yl)-benzyl]-malonic acid, diethyl ester), Cl (HCl). Solvent: C(C)(=O)O (acetic acid). Yields the product Cl.Cl.NC(C(=O)O)CC1=CC=C(C=C1)C=1NCCN1 ((±)-2-Amino-3-[4-(4,5-dihydro-1H-imidazol-2-yl)-phenyl]-propionic acid dihydrochloride). As a reaction SMILES: C([NH:4][C:5]([CH2:16][C:17]1[CH:22]=[CH:21][C:20]([C:23]2[NH:24][CH2:25][CH2:26][N:27]=2)=[CH:19][CH:18]=1)(C(OCC)=O)[C:6]([O:8]CC)=[O:7])(=O)C.[ClH:28]>C(O)(=O)C>[ClH:28].[ClH:28].[NH2:4][CH:5]([CH2:16][C:17]1[CH:18]=[CH:19][C:20]([C:23]2[NH:27][CH2:26][CH2:25][N:24]=2)=[CH:21][CH:22]=1)[C:6]([OH:8])=[O:7] |f:3.4.5|. Procedure details: To 2-acetylamino-2-[4-(4,5-dihydro-1H-imidazol-2-yl)-benzyl]-malonic acid, diethyl ester (3.0 g, 7.3 mmol) was added glacial acetic acid (50 mL) and 3N HCl (100 mL). The solution was heated to reflux for 3 hours, cooled and concentrated to a white solid which was recrystallized from methanol/ether (2.0 g, mp 270-272° C. dec.). Starting materials: C#Cc1ccc(OC(F)F)cc1, Cc1ccccc1I. The product is Cc1ccccc1C#Cc1ccc(OC(F)F)cc1. As a reaction SMILES: [F:9][CH:10]([O:11][c:12]1[cH:13][cH:14][c:15]([C:18]#[CH:19])[cH:16][cH:17]1)[F:20].[I:1][c:2]1[c:3]([CH3:8])[cH:4][cH:5][cH:6][cH:7]1>>[c:2]1([C:19]#[C:18][c:15]2[cH:14][cH:13][c:12]([O:11][CH:10]([F:9])[F:20])[cH:17][cH:16]2)[c:3]([CH3:8])[cH:4][cH:5][cH:6][cH:7]1. Reactants: B, O=C(NC1CCN(c2ccc(Br)cn2)C1)C(F)F, C1CCOC1, C1CCOC1. The product is FC(F)CNC1CCN(c2ccc(Br)cn2)C1. Reaction SMILES: [BH3:19].[Br:1][c:2]1[cH:3][cH:4][c:5]([N:8]2[CH2:9][CH:10]([NH:13][C:14]([CH:15]([F:16])[F:17])=[O:18])[CH2:11][CH2:12]2)[n:6][cH:7]1.[CH2:20]1[O:21][CH2:22][CH2:23][CH2:24]1.[CH2:25]1[O:26][CH2:27][CH2:28][CH2:29]1>>[Br:1][c:2]1[cH:3][cH:4][c:5]([N:8]2[CH2:9][CH:10]([NH:13][CH2:14][CH:15]([F:16])[F:17])[CH2:11][CH2:12]2)[n:6][cH:7]1. Reactants: CCOc1cc(C=O)ccc1F, CC1=CN=C(C=C1)N, [C-]#[N+]C1CCCCC1. The reagents and catalysts are O=C(O)C(F)(F)F (trifluoroacetic acid). The solvent is CC(C)O (isopropyl alcohol), CC(C)O (isopropylalcohol). Run at temperature 22 celsius, time 20 hour. Product: CCOc1cc(ccc1F)c1c(NC2CCCCC2)n2cc(C)ccc2n1. The yield is 3.1%. Reaction SMILES: CC1=CC=C(N)N=C1.[C-]#[N+]C1CCCCC1.CCOC1=CC(C=O)=CC=C1F>>CCOC1=CC(=CC=C1F)C1=C(NC2CCCCC2)N2C=C(C)C=CC2=N1. Reactants: Cl (hydrochloric acid), O (water), [OH-].[Na+] (sodium hydroxide), N([C@@H](CSC(C1=CC=CC=C1)(C1=CC=CC=C1)C1=CC=CC=C1)C(=O)N[C@@H](CSCNC(=O)C)C(=O)OC)C(C1=CC=CC=C1)(C1=CC=CC=C1)C1=CC=CC=C1 (Trt-Cys(Trt)-Cys(Acm)-OMe). The solvent is O1CCOCC1 (dioxane). Run at temperature 0 celsius, time 1 hour. Yields the product N([C@@H](CSC(C1=CC=CC=C1)(C1=CC=CC=C1)C1=CC=CC=C1)C(=O)N[C@@H](CSCNC(=O)C)C(=O)O)C(C1=CC=CC=C1)(C1=CC=CC=C1)C1=CC=CC=C1 (Trt-Cys(Trt)-Cys(Acm)-OH). Reaction SMILES: [NH:1]([C:39]([C:52]1[CH:57]=[CH:56][CH:55]=[CH:54][CH:53]=1)([C:46]1[CH:51]=[CH:50][CH:49]=[CH:48][CH:47]=1)[C:40]1[CH:45]=[CH:44][CH:43]=[CH:42][CH:41]=1)[C@H:2]([C:24]([NH:26][C@H:27]([C:35]([O:37]C)=[O:36])[CH2:28][S:29][CH2:30][NH:31][C:32]([CH3:34])=[O:33])=[O:25])[CH2:3][S:4][C:5]([C:18]1[CH:23]=[CH:22][CH:21]=[CH:20][CH:19]=1)([C:12]1[CH:17]=[CH:16][CH:15]=[CH:14][CH:13]=1)[C:6]1[CH:11]=[CH:10][CH:9]=[CH:8][CH:7]=1.O.[OH-].[Na+].Cl>O1CCOCC1>[NH:1]([C:39]([C:52]1[CH:57]=[CH:56][CH:55]=[CH:54][CH:53]=1)([C:46]1[CH:47]=[CH:48][CH:49]=[CH:50][CH:51]=1)[C:40]1[CH:41]=[CH:42][CH:43]=[CH:44][CH:45]=1)[C@H:2]([C:24]([NH:26][C@H:27]([C:35]([OH:37])=[O:36])[CH2:28][S:29][CH2:30][NH:31][C:32]([CH3:34])=[O:33])=[O:25])[CH2:3][S:4][C:5]([C:18]1[CH:23]=[CH:22][CH:21]=[CH:20][CH:19]=1)([C:12]1[CH:13]=[CH:14][CH:15]=[CH:16][CH:17]=1)[C:6]1[CH:11]=[CH:10][CH:9]=[CH:8][CH:7]=1 |f:2.3|. Procedure details: 5.63 g of Trt-Cys(Trt)-Cys(Acm)-OMe are dissolved in 75 ml of dioxane and 17.5 ml of water and 3.71 ml of 2 N sodium hydroxide solution are cautiously added thereto. After 1 hour at 20°C, the mixture is cooled to 0°C, 3.71 ml of 2 N hydrochloric acid are added and the solution is concentrated under reduced pressure, at room temperature, to approx. 30 ml and is then diluted with 200 ml of chloroform. The solution is washed three times with water and is dried over sodium sulphate. On evaporating o... The reactants are C=C1CCC2C3CCC4CC(O)C(OCC)CC4(C)C3C(=O)CC12C, CCO, Cl, NO, [Na+], [OH-]. Yields the product C=C1CCC2C3CCC4CC(O)C(OCC)CC4(C)C3C(=NO)CC12C. As a reaction SMILES: [CH2:1]([CH3:2])[O:3][CH:4]1[CH:5]([OH:25])[CH2:6][CH:7]2[CH2:8][CH2:9][CH:10]3[CH:11]4[CH2:12][CH2:13][C:14](=[CH2:24])[C:15]4([CH3:16])[CH2:17][C:18](=[O:23])[CH:19]3[C:20]2([CH3:22])[CH2:21]1.[CH3:29][CH2:30][OH:31].[ClH:26].[NH2:27][OH:28].[Na+:33].[OH-:32]>>[CH2:1]([CH3:2])[O:3][CH:4]1[CH:5]([OH:25])[CH2:6][CH:7]2[CH2:8][CH2:9][CH:10]3[CH:11]4[CH2:12][CH2:13][C:14](=[CH2:24])[C:15]4([CH3:16])[CH2:17][C:18](=[N:27][OH:28])[CH:19]3[C:20]2([CH3:22])[CH2:21]1.